From a dataset of the Open Reaction Database (ORD), a public repository of structured organic reaction records. describe an organic reaction: reactants, conditions, products, and yield As a reaction SMILES: [CH3:21][C:22](=[O:23])[OH:24].[Cl:25][CH2:26][Cl:27].[N+:1]([O-:2])(=[O:3])[c:4]1[n:5][cH:6][cH:7][cH:8][c:9]1[S:10][c:11]1[cH:12][cH:13][c:14]([C:15](=[O:16])[O:17][CH3:18])[cH:19][cH:20]1.[Zn:28]>>[NH2:1][c:4]1[n:5][cH:6][cH:7][cH:8][c:9]1[S:10][c:11]1[cH:12][cH:13][c:14]([C:15](=[O:16])[O:17][CH3:18])[cH:19][cH:20]1. Yields the product COC(=O)c1ccc(Sc2cccnc2N)cc1. Reactants: CC(=O)O, ClCCl, COC(=O)c1ccc(Sc2cccnc2[N+](=O)[O-])cc1, [Zn]. Starting materials: C(C)C(C(C(C(=O)[O-])(CC)CC)(O)C(=O)[O-])C(=O)[O-] (triethylcitrate), C(CCC)N (n-butylamine), C(CCC)N (n-butylamine), C(C)C(C(C(C(=O)[O-])(CC)CC)(O)C(=O)[O-])C(=O)[O-] (triethylcitrate). Run in CO (methanol). Run at time 3 day. The product is C(CCC)NC(CC(O)(C(=O)NCCCC)CC(=O)NCCCC)=O (N,N′,N″-tri-n-butylcitramide), amine. The yield is 58.0%. Reaction SMILES: [CH2:1]([NH2:5])[CH2:2][CH2:3][CH3:4].C([CH:8]([C:22]([O-:24])=O)[C:9]([C:19]([O-:21])=O)([OH:18])[C:10](CC)(CC)[C:11]([O-:13])=O)C>CO>[CH2:1]([NH:5][C:11](=[O:13])[CH2:10][C:9]([CH2:8][C:22]([NH:5][CH2:1][CH2:2][CH2:3][CH3:4])=[O:24])([C:19]([NH:5][CH2:1][CH2:2][CH2:3][CH3:4])=[O:21])[OH:18])[CH2:2][CH2:3][CH3:4]. Reported procedure: N,N′,N″-tri-n-butylcitramide was prepared by the reaction of n-butylamine with triethylcitrate. To a round-bottomed flask were added triethylcitrate (31.485 g; 0.1140 mole, 1 eq) and methanol (40 mL). To this solution, n-butylamine (24.999 g; 3.00 eq) was slowly poured. The clear light yellow solution stirred for 3 days at room temperature prior to the removal of methanol via rotary evaporation at 60° C. The resulting crude tacky solid was triturated using diethylether, collected via filtration ... Starting materials: N (ammonia), BrC1=C(CCCC1=O)C1C(N(CCCC1)C)=O (3-(2-bromo-3-oxocyclohex-1-enyl)-hexahydro-1-methylazepin-2-one), Br (HBr). The solvent is C(Cl)(Cl)Cl (chloroform), C(C)(=O)O (acetic acid). Run at time 4 hour. Yields the product OC=1C=C(C=CC1)C1C(N(CCCC1)C)=O (Hexahydro-3-(3-hydroxyphenyl)-1-methyl-2H-azepine-2-one). RXN SMILES: Br[C:2]1[C:7](=[O:8])[CH2:6][CH2:5][CH2:4][C:3]=1[CH:9]1[CH2:15][CH2:14][CH2:13][CH2:12][N:11]([CH3:16])[C:10]1=[O:17].Br.N>C(Cl)(Cl)Cl.C(O)(=O)C>[OH:8][C:7]1[CH:2]=[C:3]([CH:9]2[CH2:15][CH2:14][CH2:13][CH2:12][N:11]([CH3:16])[C:10]2=[O:17])[CH:4]=[CH:5][CH:6]=1. Procedure details: A solution of 3-(2-bromo-3-oxocyclohex-1-enyl)-hexahydro-1-methylazepin-2-one (6 g) in chloroform (60 ml) was treated with 48% HBr in acetic acid (1 ml). After 4 hours, NMR indicated completion. Aqueous ammonia was added and the organic solvent removed under reduced pressure to yeild the title compound as a crystalline solid, m.p. 192°-3° (EtOAc). As a reaction SMILES: [C:1]([CH3:2])([CH3:3])([CH3:4])[c:5]1[n:6][n:7]([CH2:15][C:16](=[O:17])[N:18]([CH3:19])[CH3:20])[c:8]([C:10](=[O:11])[O:12][CH2:13][CH3:14])[cH:9]1.[CH2:23]1[O:24][CH2:25][CH2:26][CH2:27]1.[Li+:21].[OH-:22].[OH2:28]>>[C:1]([CH3:2])([CH3:3])([CH3:4])[c:5]1[n:6][n:7]([CH2:15][C:16](=[O:17])[N:18]([CH3:19])[CH3:20])[c:8]([C:10](=[O:11])[OH:12])[cH:9]1. Yields the product CN(C)C(=O)Cn1nc(C(C)(C)C)cc1C(=O)O. Reactants: CCOC(=O)c1cc(C(C)(C)C)nn1CC(=O)N(C)C, C1CCOC1, [Li+], [OH-], O. The reactants are [H-].[Na+] (sodium hydride), [Cl-].[NH4+] (ammonium chloride), ClC1=NC=NC(=C1Cl)Cl (4,5,6-trichloropyrimidine), C(C#CC)O (2-butyn-1-ol). The solvent is O1CCCC1 (tetrahydrofuran), O1CCCC1 (tetrahydrofuran), O1CCCC1 (tetrahydrofuran). Run at time 20 minute. The product is ClC1=NC=NC(=C1Cl)OCC#CC (4,5-dichloro-6-(2-butynyloxy)pyrimidine). Yield: 90.0%. Reaction SMILES: [H-].[Na+].[CH2:3]([OH:7])[C:4]#[C:5][CH3:6].[Cl:8][C:9]1[C:14]([Cl:15])=[C:13](Cl)[N:12]=[CH:11][N:10]=1.[Cl-].[NH4+]>O1CCCC1>[Cl:8][C:9]1[C:14]([Cl:15])=[C:13]([O:7][CH2:3][C:4]#[C:5][CH3:6])[N:12]=[CH:11][N:10]=1 |f:0.1,4.5|. Reported procedure: 0.56 g of sodium hydride (60% oil suspension) was suspended in 18 ml of tetrahydrofuran. 2 ml of tetrahydrofuran solution of 0.8 g of 2-butyn-1-ol was added dropwise at room temperature therein slowly, and the mixture was stirred for 20 minutes. Into the mixture was added dropwise 5 ml of tetrahydrofuran solution of 3 g of 4,5,6-trichloropyrimidine at 0° C. slowly, and stirred for 2 hours. The reaction mixture was poured into a saturated ammonium chloride aqueous solution, and the mixture was ex... Reactants: Cc1nccc2c(N)cccc12, O=C=NCc1ccc(C(F)(F)F)cc1. Product: Cc1nccc2c(NC(=O)NCc3ccc(C(F)(F)F)cc3)cccc12. Reaction SMILES: [CH3:1][c:2]1[n:3][cH:4][cH:5][c:6]2[c:7]([NH2:12])[cH:8][cH:9][cH:10][c:11]12.[F:13][C:14]([c:15]1[cH:16][cH:17][c:18]([CH2:19][N:20]=[C:21]=[O:22])[cH:23][cH:24]1)([F:25])[F:26]>>[CH3:1][c:2]1[n:3][cH:4][cH:5][c:6]2[c:7]([NH:12][C:21]([NH:20][CH2:19][c:18]3[cH:17][cH:16][c:15]([C:14]([F:13])([F:25])[F:26])[cH:24][cH:23]3)=[O:22])[cH:8][cH:9][cH:10][c:11]12. The reactants are intermediate 19, C(C)(C)(C)C1=C(C=CC=C1)O (2-tert-butyl-phenol), COC(C(CC1CCCC1)Br)=O (2-bromo-3-cyclopentyl-propionic acid methyl ester), ClC=1C(N(N=CC1Cl)C1OCCCC1)=O (4,5-dichloro-2-(tetrahydropyran-2-yl)-2H-pyridazin-3-one), ClC=1C(N(N=CC1Cl)C1OCCCC1)=O (4,5-dichloro-2-(tetrahydropyran-2-yl)-2H-pyridazin-3-one), COC(C(CC1CCCC1)Br)=O (2-bromo-3-cyclopentyl-propionic acid methyl ester). Product: C(C)(C)(C)C1=C(OC=2C=NN(C(C2)=O)C(C(=O)O)CC2CCCC2)C=CC=C1 (2-[4-(2-tert-butyl-phenoxy)-6-oxo-6H-pyridazin-1-yl]-3-cyclopentyl-propionic acid). As a reaction SMILES: Cl[C:2]1[C:3](=[O:15])[N:4](C2CCCCO2)[N:5]=[CH:6][C:7]=1Cl.[C:16]([C:20]1[CH:25]=[CH:24][CH:23]=[CH:22][C:21]=1[OH:26])([CH3:19])([CH3:18])[CH3:17].C[O:28][C:29](=[O:38])[CH:30](Br)[CH2:31][CH:32]1[CH2:36][CH2:35][CH2:34][CH2:33]1>>[C:16]([C:20]1[CH:25]=[CH:24][CH:23]=[CH:22][C:21]=1[O:26][C:7]1[CH:6]=[N:5][N:4]([CH:30]([CH2:31][CH:32]2[CH2:36][CH2:35][CH2:34][CH2:33]2)[C:29]([OH:28])=[O:38])[C:3](=[O:15])[CH:2]=1)([CH3:19])([CH3:17])[CH3:18]. Procedure details: In an analogous manner to the stepwise sequence outlined in intermediate 19, starting from 4,5-dichloro-2-(tetrahydropyran-2-yl)-2H-pyridazin-3-one (Intermediate 20) and 2-tert-butyl-phenol and alkylating with 2-bromo-3-cyclopentyl-propionic acid methyl ester (Intermediate 10) afforded 2-[4-(2-tert-butyl-phenoxy)-6-oxo-6H-pyridazin-1-yl]-3-cyclopentyl-propionic acid as a white solid (13.2 g, 81% for the final step); LC-MS 385.2 [M+1]+, tR=5.86 min. Purity on HPLC: 95.7% (214 nm), 88.8% (254 nm),... Starting materials: CC1=C2[C@H](C(=O)[C@@]3([C@H](C[C@@H]4[C@]([C@H]3[C@@H]([C@@](C2(C)C)(C[C@@H]1O)O)OC(=O)C=5C=CC=CC5)(CO4)OC(=O)C)O)C)OC(=O)C (Baccatin III). Reagents/catalysts: [O-2].[O-2].[Mn+4] (manganese dioxide). Run in CC(=O)C (acetone). Yields the product CC1=C2C(C(=O)[C@H]3[C@@H]([C@@H]4COC4CC3O)[C@@H]([C@@](C2(C)C)(CC1=O)O)OC(=O)C5=CC=CC=C5)OC(=O)C (13-Keto-baccatin). RXN SMILES: [CH3:1][C:2]1[C@@H:19]([OH:20])[CH2:18][C@:14]2([OH:21])[C:15]([CH3:17])([CH3:16])[C:3]=1[C@@H:4]([O:39][C:40]([CH3:42])=[O:41])[C:5]([C@@:7]1(C)[C@H:12]([C@@H:13]2[O:22][C:23]([C:25]2[CH:26]=[CH:27][CH:28]=[CH:29][CH:30]=2)=[O:24])[C@:11]2(OC(C)=O)[CH2:31][O:32][C@@H:10]2[CH2:9][C@@H:8]1[OH:37])=[O:6]>CC(C)=O.[O-2].[O-2].[Mn+4]>[CH3:1][C:2]1[C:19](=[O:20])[CH2:18][C@:14]2([OH:21])[C:15]([CH3:16])([CH3:17])[C:3]=1[CH:4]([O:39][C:40]([CH3:42])=[O:41])[C:5]([C@@H:7]1[CH:8]([OH:37])[CH2:9][CH:10]3[C@@H:11]([CH2:31][O:32]3)[C@H:12]1[C@@H:13]2[O:22][C:23]([C:25]1[CH:30]=[CH:29][CH:28]=[CH:27][CH:26]=1)=[O:24])=[O:6] |f:2.3.4|. Procedure: Baccatin III (150 g, 0.25 mol) was dissolved in acetone (1.43 L). Commercially available manganese dioxide (450 g) was added in three portions under strong stirring. After the starting product disappeared (4 h) the suspension was filtered and the solvent evaporated off. The crude was suspended in AcOEt (100 ml) and refluxed for 1 h, then c-Hexane (100 ml) was added. The title compound was obtained from mother liquors, after evaporation of the solvent, as a white solid (140 g, 95%).